describe an organic reaction: reactants, conditions, products, and yield From a dataset of the Open Reaction Database (ORD), a public repository of structured organic reaction records. The reactants are [N+](=O)([O-])C1=C(C=CC(=C1)[C@@H]1CC[C@H](CC1)CCCCCCCC)O (2-nitro-4-(trans-4-octylcyclohexyl)phenol), FeCl3.6H2O, O.NN (hydrazine hydrate). Run in C(C)O (ethanol). Conditions: temperature 70 celsius. Product: NC1=C(C=CC(=C1)[C@@H]1CC[C@H](CC1)CCCCCCCC)O (2-amino-4-(trans-4-octylcyclohexyl)phenol). The yield is 86.2%. RXN SMILES: [N+:1]([C:4]1[CH:9]=[C:8]([C@H:10]2[CH2:15][CH2:14][C@H:13]([CH2:16][CH2:17][CH2:18][CH2:19][CH2:20][CH2:21][CH2:22][CH3:23])[CH2:12][CH2:11]2)[CH:7]=[CH:6][C:5]=1[OH:24])([O-])=O.O.NN>C(O)C>[NH2:1][C:4]1[CH:9]=[C:8]([C@H:10]2[CH2:11][CH2:12][C@H:13]([CH2:16][CH2:17][CH2:18][CH2:19][CH2:20][CH2:21][CH2:22][CH3:23])[CH2:14][CH2:15]2)[CH:7]=[CH:6][C:5]=1[OH:24] |f:1.2|. Procedure details: Step ii) In a 50 ml-three-necked flask, 1.90 g (5.70 mM) of 2-nitro-4-(trans-4-octylcyclohexyl)phenol, 0.35 g of activated carbon, 0.04 g of FeCl3.6H2O and 15 ml of ethanol were placed and heated to 55°-65° C. under stirring. To the mixture, 1.8 ml of 80% hydrazine hydrate was gradually added dropwise and heated to 70° C., followed by stirring for 20 min at 70° C. After the reaction, the reaction mixture was filtered under heating to remove the activated carbon and the filtrate was cooled to roo... Reactants: S1C(=NC2=C1C=CC=C2)C=2C(=NC=C(C2)B2OC(C(O2)(C)C)(C)C)N (3-Benzothiazol-2-yl-5-(4,4,5,5-tetramethyl-[1,3,2]dioxaborolan-2-yl)-pyridin-2-ylamine), COC(=O)[C@H]1N(C[C@H](C1)N1N=CC(=C1)I)C(=O)OCC1=CC=CC=C1 ((2S,4S)-4-(4-iodopyrazol-1-yl)-pyrrolidine-1,2-dicarboxylic acid 1-benzyl ester 2-methyl ester), [F-].[K+] (potassium fluoride), O1CCOCC1 (dioxane). The reagents and catalysts are C=1C=CC(=CC1)[P](C=2C=CC=CC2)(C=3C=CC=CC3)[Pd]([P](C=4C=CC=CC4)(C=5C=CC=CC5)C=6C=CC=CC6)([P](C=7C=CC=CC7)(C=8C=CC=CC8)C=9C=CC=CC9)[P](C=1C=CC=CC1)(C=1C=CC=CC1)C=1C=CC=CC1 (Pd(PPh3)4). Run in O (water). Run at temperature 60 celsius. Yields the product NC1=C(C=C(C=N1)C=1C=NN(C1)[C@H]1C[C@H](NC1)C(=O)O)C=1SC2=C(N1)C=CC=C2 ((2S,4S)-4-[4-(6-Amino-5-benzothiazol-2-ylpyridin-3-yl)-pyrazol-1-yl]-pyrrolidine-2-carboxylic acid). RXN SMILES: [S:1]1[C:5]2[CH:6]=[CH:7][CH:8]=[CH:9][C:4]=2[N:3]=[C:2]1[C:10]1[C:11]([NH2:25])=[N:12][CH:13]=[C:14](B2OC(C)(C)C(C)(C)O2)[CH:15]=1.C[O:27][C:28]([C@@H:30]1[CH2:34][C@H:33]([N:35]2[CH:39]=[C:38](I)[CH:37]=[N:36]2)[CH2:32][N:31]1C(OCC1C=CC=CC=1)=O)=[O:29].[F-].[K+].O1CCOCC1>C1C=CC([P]([Pd]([P](C2C=CC=CC=2)(C2C=CC=CC=2)C2C=CC=CC=2)([P](C2C=CC=CC=2)(C2C=CC=CC=2)C2C=CC=CC=2)[P](C2C=CC=CC=2)(C2C=CC=CC=2)C2C=CC=CC=2)(C2C=CC=CC=2)C2C=CC=CC=2)=CC=1.O>[NH2:25][C:11]1[N:12]=[CH:13][C:14]([C:38]2[CH:37]=[N:36][N:35]([C@@H:33]3[CH2:32][NH:31][C@H:30]([C:28]([OH:29])=[O:27])[CH2:34]3)[CH:39]=2)=[CH:15][C:10]=1[C:2]1[S:1][C:5]2[CH:6]=[CH:7][CH:8]=[CH:9][C:4]=2[N:3]=1 |f:2.3,^1:62,64,83,102|. Procedure details: A mixture of 3-benzothiazol-2-yl-5-(4,4,5,5-tetramethyl-[1,3,2]dioxaborolan-2-yl)-pyridin-2-ylamine (BB8) (200 mg, 0.566 mmol), (2S,4S)-4-(4-iodopyrazol-1-yl)-pyrrolidine-1,2-dicarboxylic acid 1-benzyl ester 2-methyl ester (309.0 mg, 0.679 mmol), Pd(PPh3)4 (60 mg, 0.06 mmol), potassium fluoride (98.7 mg, 1.70 mmol), and 4:1 dioxane:water (5 mL) was heated in the microwave reactor at 85° C. for 30 min. The material was concentrated in vacuo, then dry-loaded onto silica gel for column chromatograp... Starting materials: ClC=1N=NC=C2C1NC(=C2C)C (7-chloro-2,3-dimethylpyrrolo[2,3-d]pyridazine), [Na] (sodium), C(C1=CC=CC=C1)O (benzyl alcohol), C(C1=CC=CC=C1)O (benzyl alcohol), ice water. Run at time 30 hour. Yields the product C(C1=CC=CC=C1)OC=1N=NC=C2C1NC(=C2C)C (7-benzyloxy-2,3-dimethylpyrrolo[2,3-d]pyridazine). RXN SMILES: Cl[C:2]1[N:3]=[N:4][CH:5]=[C:6]2[C:10]([CH3:11])=[C:9]([CH3:12])[NH:8][C:7]=12.[Na].[CH2:14]([OH:21])[C:15]1[CH:20]=[CH:19][CH:18]=[CH:17][CH:16]=1>>[CH2:14]([O:21][C:2]1[N:3]=[N:4][CH:5]=[C:6]2[C:10]([CH3:11])=[C:9]([CH3:12])[NH:8][C:7]=12)[C:15]1[CH:20]=[CH:19][CH:18]=[CH:17][CH:16]=1 |^1:12|. Procedure: 1.35 g (0.0074 mole) of 7-chloro-2,3-dimethylpyrrolo[2,3-d]pyridazine was added to a solution, obtained by adding 0.26 g (0.011 mole) of sodium to 25 ml of benzyl alcohol at room temperature, and the resulting mixture was heated at 115° C. and, in the course of the heating, 10 ml of benzyl alcohol were additionally added thereto. The heating was continued for 30 hours with stirring. After completion of the reaction, the reaction mixture was poured into ice-water and extracted with dichloromethan...